Dataset: the Open Reaction Database (ORD), a public repository of structured organic reaction records. Task: describe an organic reaction: reactants, conditions, products, and yield Starting materials: ice water, FC1=CC=C(C=C1)C1=C(C=C(S1)C#N)C1=CC=C(C=C1)S(=O)(=O)C (5-(4-fluorophenyl)-4-[4-(methylsulfonyl)phenyl]thiophene-2-carbonitrile), [N-]=[N+]=[N-].[Na+] (sodium azide), [Cl-].[NH4+] (ammonium chloride). Solvent: CN(C=O)C (N,N-dimethylformamide). Conditions: temperature 120 celsius, time 24 hour. Yields the product FC1=CC=C(C=C1)C=1SC(=CC1C1=CC=C(C=C1)S(=O)(=O)C)C1=NN=NN1 (2-(4-fluorophenyl)-3-[4-(methylsulfonyl)phenyl]-5-(5-tetrazolyl)thiophene). The yield is 25.9%. Reaction SMILES: [F:1][C:2]1[CH:7]=[CH:6][C:5]([C:8]2[S:12][C:11]([C:13]#[N:14])=[CH:10][C:9]=2[C:15]2[CH:20]=[CH:19][C:18]([S:21]([CH3:24])(=[O:23])=[O:22])=[CH:17][CH:16]=2)=[CH:4][CH:3]=1.[N-:25]=[N+:26]=[N-:27].[Na+].[Cl-].[NH4+]>CN(C)C=O>[F:1][C:2]1[CH:3]=[CH:4][C:5]([C:8]2[S:12][C:11]([C:13]3[NH:27][N:26]=[N:25][N:14]=3)=[CH:10][C:9]=2[C:15]2[CH:20]=[CH:19][C:18]([S:21]([CH3:24])(=[O:23])=[O:22])=[CH:17][CH:16]=2)=[CH:6][CH:7]=1 |f:1.2,3.4|. Procedure details: A mixture of 5-(4-fluorophenyl)-4-[4-(methylsulfonyl)phenyl]thiophene-2-carbonitrile (3.1 g), sodium azide (1.3 g) and ammonium chloride (1.5 g) in N,N-dimethylformamide (30 ml) was stirred at 120° C. for 24 hours. The mixture was poured into ice-water, and the resulting mixture was acidified. The precipitates were collected and recrystallized from ethanol to give crystals of 2-(4-fluorophenyl)-3-[4-(methylsulfonyl)phenyl]-5-(5-tetrazolyl)thiophene (0.9 g). The reactants are CC=1NC=C(C1CC(=O)O)C ((2,4-Dimethyl-1H-pyrrol-3-yl)-acetic acid), CN(C=O)C (Dimethylformamide), ClCCl (dichloromethane), ice water, P(=O)(Cl)(Cl)Cl (phosphorus oxychloride). Solvent: C(C)(=O)OCC.CCCCCC.C(C)(=O)O (ethyl acetate hexane acetic acid). Conditions: temperature 20 celsius. The product is C(=O)C1=C(C(=C(N1)C)CC(=O)O)C ((5-formyl-2,4-dimethyl-1H-pyrrol-3-yl)-acetic acid). Yield: 96.3%. As a reaction SMILES: CN(C)[CH:3]=[O:4].ClCCl.P(Cl)(Cl)(Cl)=O.[CH3:14][C:15]1[NH:16][CH:17]=[C:18]([CH3:24])[C:19]=1[CH2:20][C:21]([OH:23])=[O:22]>C(OCC)(=O)C.CCCCCC.C(O)(=O)C>[CH:3]([C:17]1[NH:16][C:15]([CH3:14])=[C:19]([CH2:20][C:21]([OH:23])=[O:22])[C:18]=1[CH3:24])=[O:4] |f:4.5.6|. Procedure details: Dimethylformamide (230 mL, 3.13 mol) and 1200 mL of dichloromethane were cooled to 4° C. and 222 mL of phosphorus oxychloride was added with stirring. The temperature increased to 20° C. The mixture was cooled to 2° C. (2,4-Dimethyl-1H-pyrrol-3-yl)-acetic acid (240 g, 1.57 mol) was slowly added. The mixture was refluxed for 20 minutes. Thin layer chromatography (ethyl acetate:hexane:acetic acid 4:6:0.5) showed no starting material at Rf 0.7 and a heavy spot at the origin. The mixture was cooled ... Reaction SMILES: [CH3:1][C:2]1([CH3:11])[CH2:7][C:6](=[O:8])[CH2:5][C:4](=[O:9])[CH:3]1[F:10].N1C=CC=CC=1.[N+:18]([C:21]1[CH:29]=[C:28]([C:30]([F:33])([F:32])[F:31])[CH:27]=[CH:26][C:22]=1[C:23](Cl)=[O:24])([O-:20])=[O:19]>C(Cl)Cl>[CH3:1][C:2]1([CH3:11])[CH:3]([F:10])[C:4](=[O:9])[CH:5]=[C:6]([O:8][C:23](=[O:24])[C:22]2[CH:26]=[CH:27][C:28]([C:30]([F:33])([F:32])[F:31])=[CH:29][C:21]=2[N+:18]([O-:20])=[O:19])[CH2:7]1. Reactants: N1=CC=CC=C1 (pyridine), CC1(C(C(CC(C1)=O)=O)F)C (5,5-Dimethyl-4-fluoro-1,3-cyclohexanedione), ( g ), [N+](=O)([O-])C1=C(C(=O)Cl)C=CC(=C1)C(F)(F)F (2-Nitro-4-trifluoromethylbenzoyl chloride). Yields the product enol ester, CC1(CC(=CC(C1F)=O)OC(C1=C(C=C(C=C1)C(F)(F)F)[N+](=O)[O-])=O)C (5,5-dimethyl-6-fluoro-3-(2-nitro-4-trifluoromethylbenzoyloxy)cyclohex-2-enone). Procedure details: 5,5-Dimethyl-4-fluoro-1,3-cyclohexanedione [0.5 grams (g), 0.0032 mole, prepared according to the teaching of Liebigs Ann. Chem., 679, 9 (1964)] and 0.25 g (0.0032 mole) pyridine were dissolved in 20 milliliters (ml) methylene chloride at room temperature. 2-Nitro-4-trifluoromethylbenzoyl chloride (1.0 g, 0.0039 mole) dissolved in 20 ml methylene chloride was slowly added with cooling. The reaction mixture was stirred at room temperature for 24 hours and then washed two times with water, one tim... Conditions: time 24 hour. Solvent: C(Cl)Cl (methylene chloride), C(Cl)Cl (methylene chloride). Yields the product NC=1C=C2C(C(NC2=CC1)=O)=C(C)C=1N=CNC1 (5-amino-3-[1-(imidazol-4-yl)ethylidene]indolin-2-one). Procedure: 5-nitro-3-[1-(imidazol-4-yl)ethylidene]indolin-2-one (0.55 g, 2 mmol) was suspended in ethyl acetate (50 mL) and tin chloride (4.6 g, 20 mmol) was added. The resulting reaction mixture was heated overnight to 70° C. The reaction mixture was then cooled to ambient temperature and sodium bicarbonate solution was added. Extraction with ethyl acetate afforded 0.4 g of 5-amino-3-[1-(imidazol-4-yl)ethylidene]indolin-2-one. Run in C(C)(=O)OCC (ethyl acetate). The reactants are [N+](=O)([O-])C=1C=C2C(C(NC2=CC1)=O)=C(C)C=1N=CNC1 (5-nitro-3-[1-(imidazol-4-yl)ethylidene]indolin-2-one), [Sn](Cl)(Cl)(Cl)Cl (tin chloride), C([O-])(O)=O.[Na+] (sodium bicarbonate). Yield: 83.2%. RXN SMILES: [N+:1]([C:4]1[CH:5]=[C:6]2[C:10](=[CH:11][CH:12]=1)[NH:9][C:8](=[O:13])[C:7]2=[C:14]([C:16]1[N:17]=[CH:18][NH:19][CH:20]=1)[CH3:15])([O-])=O.[Sn](Cl)(Cl)(Cl)Cl.C(=O)(O)[O-].[Na+]>C(OCC)(=O)C>[NH2:1][C:4]1[CH:5]=[C:6]2[C:10](=[CH:11][CH:12]=1)[NH:9][C:8](=[O:13])[C:7]2=[C:14]([C:16]1[N:17]=[CH:18][NH:19][CH:20]=1)[CH3:15] |f:2.3|. The reactants are C1CCOC1, CI, CC(C)NC(=O)c1ccc(N2CCC3(CCN(S(=O)(=O)c4ccccc4Cl)CC3)C2=O)cc1, Cl, [H-], [Na+]. The product is CC(C)N(C)C(=O)c1ccc(N2CCC3(CCN(S(=O)(=O)c4ccccc4Cl)CC3)C2=O)cc1. As a reaction SMILES: [CH2:39]1[O:40][CH2:41][CH2:42][CH2:43]1.[CH3:36][I:37].[Cl:3][c:4]1[c:5]([S:10](=[O:11])(=[O:12])[N:13]2[CH2:14][CH2:15][C:16]3([CH2:17][CH2:18][N:19]([c:22]4[cH:23][cH:24][c:25]([C:26](=[O:27])[NH:28][CH:29]([CH3:30])[CH3:31])[cH:32][cH:33]4)[C:20]3=[O:21])[CH2:34][CH2:35]2)[cH:6][cH:7][cH:8][cH:9]1.[ClH:38].[H-:2].[Na+:1]>>[Cl:3][c:4]1[c:5]([S:10](=[O:11])(=[O:12])[N:13]2[CH2:14][CH2:15][C:16]3([CH2:17][CH2:18][N:19]([c:22]4[cH:23][cH:24][c:25]([C:26](=[O:27])[N:28]([CH:29]([CH3:30])[CH3:31])[CH3:36])[cH:32][cH:33]4)[C:20]3=[O:21])[CH2:34][CH2:35]2)[cH:6][cH:7][cH:8][cH:9]1.